describe an organic reaction: reactants, conditions, products, and yield From a dataset of the Open Reaction Database (ORD), a public repository of structured organic reaction records. Reactants: FC=1C=C(C=CC1)B(O)O (3-Fluorophenylboronic acid), C(=O)([O-])[O-].[K+].[K+] (K2CO3), [Bu4N]Br, ClC1=NC=C(C(=O)O)C=C1 (6-chloronicotinic acid). The reagents and catalysts are C=1C=CC(=CC1)[P](C=2C=CC=CC2)(C=3C=CC=CC3)[Pd]([P](C=4C=CC=CC4)(C=5C=CC=CC5)C=6C=CC=CC6)([P](C=7C=CC=CC7)(C=8C=CC=CC8)C=9C=CC=CC9)[P](C=1C=CC=CC1)(C=1C=CC=CC1)C=1C=CC=CC1 (Pd(PPh3)4). Solvent: O (water), C1(=CC=CC=C1)C (toluene). Product: FC=1C=C(C=CC1)C1=NC=C(C(=O)O)C=C1 (6-(3-fluorophenyl)nicotinic acid). The yield is 97.8%. Reaction SMILES: [F:1][C:2]1[CH:3]=[C:4](B(O)O)[CH:5]=[CH:6][CH:7]=1.C([O-])([O-])=O.[K+].[K+].Cl[C:18]1[CH:26]=[CH:25][C:21]([C:22]([OH:24])=[O:23])=[CH:20][N:19]=1>O.C1(C)C=CC=CC=1.C1C=CC([P]([Pd]([P](C2C=CC=CC=2)(C2C=CC=CC=2)C2C=CC=CC=2)([P](C2C=CC=CC=2)(C2C=CC=CC=2)C2C=CC=CC=2)[P](C2C=CC=CC=2)(C2C=CC=CC=2)C2C=CC=CC=2)(C2C=CC=CC=2)C2C=CC=CC=2)=CC=1>[F:1][C:2]1[CH:3]=[C:4]([C:18]2[CH:26]=[CH:25][C:21]([C:22]([OH:24])=[O:23])=[CH:20][N:19]=2)[CH:5]=[CH:6][CH:7]=1 |f:1.2.3,^1:38,40,59,78|. Reported procedure: 3-Fluorophenylboronic acid (39.5 g, 0.282 mol), a solution of K2CO3 (150 g) in water (700 mL), [Bu4N]Br (3.5 g, 0.0107 mol), and Pd(PPh3)4 (12.4 g, 0.0107 mol) were added to a solution of 6-chloronicotinic acid (37.0 g, 0.235 mol) in toluene. The reaction mixture was stirred under reflux for 20 h. After cooling, the reaction mixture was filtered and acidified with 2 M HCl to pH 3. The formed precipitate was separated by filtration and dried to give 6-(3-fluorophenyl)nicotinic acid (49.9 g). 1H N... Reactants: CCOP(=O)(C#N)OCC, CN(C)C=O, CC(C)n1nc(C(=O)O)c2ccccc21, CCN(C(C)C)C(C)C, NC1CCC(CCO)N(Cc2ccccc2)C1. The product is CC(C)n1nc(C(=O)NC2CCC(CCO)N(Cc3ccccc3)C2)c2ccccc21. RXN SMILES: [C:42]([P:43](=[O:44])([O:45][CH2:46][CH3:47])[O:48][CH2:49][CH3:50])#[N:51].[CH3:52][N:53]([CH3:54])[CH:55]=[O:56].[CH:1]([CH3:2])([CH3:3])[n:4]1[n:5][c:6]([C:13](=[O:14])[OH:15])[c:7]2[cH:8][cH:9][cH:10][cH:11][c:12]12.[CH:33]([N:34]([CH2:35][CH3:36])[CH:37]([CH3:38])[CH3:39])([CH3:40])[CH3:41].[NH2:16][CH:17]1[CH2:18][CH2:19][CH:20]([CH2:30][CH2:31][OH:32])[N:21]([CH2:23][c:24]2[cH:25][cH:26][cH:27][cH:28][cH:29]2)[CH2:22]1>>[CH:1]([CH3:2])([CH3:3])[n:4]1[n:5][c:6]([C:13](=[O:15])[NH:16][CH:17]2[CH2:18][CH2:19][CH:20]([CH2:30][CH2:31][OH:32])[N:21]([CH2:23][c:24]3[cH:25][cH:26][cH:27][cH:28][cH:29]3)[CH2:22]2)[c:7]2[cH:8][cH:9][cH:10][cH:11][c:12]12.